This data is from the Open Reaction Database (ORD), a public repository of structured organic reaction records. The task is: describe an organic reaction: reactants, conditions, products, and yield Starting materials: CC(=O)Nc1ccc2c(c1)NC(=O)C2, C1CCNC1, CCO, COc1cc(C)c(C=O)cc1C(C)C, O. Yields the product COc1cc(C)c(C=C2C(=O)Nc3cc(NC(C)=O)ccc32)cc1C(C)C. As a reaction SMILES: [C:15]([CH3:16])(=[O:17])[NH:18][c:19]1[cH:20][cH:21][c:22]2[c:26]([cH:27]1)[NH:25][C:24](=[O:28])[CH2:23]2.[CH2:29]1[CH2:30][NH:31][CH2:32][CH2:33]1.[CH3:35][CH2:36][OH:37].[CH:1]([CH3:2])([CH3:3])[c:4]1[c:5]([O:13][CH3:14])[cH:6][c:7]([CH3:12])[c:8]([CH:9]=[O:10])[cH:11]1.[OH2:34]>>[CH:1]([CH3:2])([CH3:3])[c:4]1[c:5]([O:13][CH3:14])[cH:6][c:7]([CH3:12])[c:8]([CH:9]=[C:23]2[c:22]3[cH:21][cH:20][c:19]([NH:18][C:15]([CH3:16])=[O:17])[cH:27][c:26]3[NH:25][C:24]2=[O:28])[cH:11]1. The reactants are [BH4-], CNC(=S)C1=C(O)C(C)(C)Oc2ccc([N+](=O)[O-])cc21, CO, [Na+]. Product: CNC(=S)C1c2cc([N+](=O)[O-])ccc2OC(C)(C)C1O. As a reaction SMILES: [BH4-:21].[CH3:1][NH:2][C:3](=[S:4])[C:5]1=[C:6]([OH:20])[C:7]([CH3:18])([CH3:19])[O:8][c:9]2[c:10]1[cH:11][c:12]([N+:15](=[O:16])[O-:17])[cH:13][cH:14]2.[CH3:23][OH:24].[Na+:22]>>[CH3:1][NH:2][C:3](=[S:4])[CH:5]1[CH:6]([OH:20])[C:7]([CH3:18])([CH3:19])[O:8][c:9]2[c:10]1[cH:11][c:12]([N+:15](=[O:16])[O-:17])[cH:13][cH:14]2. Reactants: Cl.CC(C)O (hydrogen chloride 2-propanol), C(C)(C)(C)OC(=O)NS(=O)(=O)NC=1C(=C2CCN(C2=C(C1C)NC(C(C)(C)C)=O)CCCCCCCC)C (N-[5-(N-tert-butoxycarbonylsulfamoylamino)-4,6-dimethyl-1-octylindolin-7-yl]-2,2-dimethylpropanamide), C(C)OCC (Diethyl ether). Run in C(=O)O (formic acid). Conditions: time 20 minute. Yields the product Cl.CC1=C2CCN(C2=C(C(=C1NS(N)(=O)=O)C)NC(C(C)(C)C)=O)CCCCCCCC (N-(4,6-dimethyl-1-octyl-5-sulfamoylaminoindolin-7-yl)-2,2-dimethylpropanamide hydrochloride). Reaction SMILES: C(OC([NH:8][S:9]([NH:12][C:13]1[C:14]([CH3:38])=[C:15]2[C:19](=[C:20]([NH:23][C:24](=[O:29])[C:25]([CH3:28])([CH3:27])[CH3:26])[C:21]=1[CH3:22])[N:18]([CH2:30][CH2:31][CH2:32][CH2:33][CH2:34][CH2:35][CH2:36][CH3:37])[CH2:17][CH2:16]2)(=[O:11])=[O:10])=O)(C)(C)C.[ClH:39].CC(O)C.C(OCC)C>C(O)=O>[ClH:39].[CH3:38][C:14]1[C:13]([NH:12][S:9](=[O:10])(=[O:11])[NH2:8])=[C:21]([CH3:22])[C:20]([NH:23][C:24](=[O:29])[C:25]([CH3:26])([CH3:27])[CH3:28])=[C:19]2[C:15]=1[CH2:16][CH2:17][N:18]2[CH2:30][CH2:31][CH2:32][CH2:33][CH2:34][CH2:35][CH2:36][CH3:37] |f:1.2,5.6|. Reported procedure: The compound (1.86 g) obtained in Example 5 was dissolved in formic acid (7.5 mL) and 8.51 M hydrogen chloride—2-propanol solution (1.98 mL) was added under ice-cooling. The mixture was stirred at the same temperature for 20 min. Diethyl ether (50 mL) was added, and the precipitated crystals were collected by filtration to give the title compound as crystals (1.34 g). Reactants: O=C(Nc1ccc(F)c([N+](=O)[O-])c1)c1cccs1, [K+], [K+], O=C([O-])[O-], CN(C)C=O, O, Oc1ccc(S)cc1. Product: O=C(Nc1ccc(Sc2ccc(O)cc2)c([N+](=O)[O-])c1)c1cccs1. RXN SMILES: [F:1][c:2]1[c:3]([N+:16](=[O:17])[O-:18])[cH:4][c:5]([NH:8][C:9](=[O:10])[c:11]2[s:12][cH:13][cH:14][cH:15]2)[cH:6][cH:7]1.[K+:19].[K+:20].[O-:21][C:22]([O-:23])=[O:24].[O:33]=[CH:34][N:35]([CH3:36])[CH3:37].[OH2:38].[SH:25][c:26]1[cH:27][cH:28][c:29]([OH:32])[cH:30][cH:31]1>>[c:2]1([S:25][c:26]2[cH:27][cH:28][c:29]([OH:32])[cH:30][cH:31]2)[c:3]([N+:16](=[O:17])[O-:18])[cH:4][c:5]([NH:8][C:9](=[O:10])[c:11]2[s:12][cH:13][cH:14][cH:15]2)[cH:6][cH:7]1. Reaction SMILES: [C:1]1([OH:7])[CH:6]=[CH:5][CH:4]=[CH:3][CH:2]=1.[OH-].[K+].Cl[CH2:11][CH2:12][C:13]([OH:15])=[O:14]>O>[O:7]([CH2:11][CH2:12][C:13]([OH:15])=[O:14])[C:1]1[CH:6]=[CH:5][CH:4]=[CH:3][CH:2]=1 |f:1.2|. Procedure: Phenol (203 g, 2.16 moles) is added to a solution of potassium hydroxide (112 g, 2.0 mole) in water (100 ml) at 70° C. The resulting solution is maintained at a temperature of 70° C and small portions of 3-chloropropionic acid (101 g, 0.93 mole) in water (100 ml) and potassium hydroxide (44 g, 0.81 mole) in water (50 ml) are added alternately over a period of 0.5 hour. The reaction solution is heated at reflux temperature for 10 min., cooled to room temperature and washed with ether. The aqueous... The reactants are C1(=CC=CC=C1)O (Phenol), [OH-].[K+] (potassium hydroxide), ClCCC(=O)O (3-chloropropionic acid), [OH-].[K+] (potassium hydroxide). Solvent: O (water), O (water), O (water). Product: O(C1=CC=CC=C1)CCC(=O)O (β-Phenoxypropionic Acid). Starting materials: ClC=1C=C(C=C(C1Cl)Cl)[N+](=O)[O-] (3,4,5-trichloronitrobenzene), [F-].[K+] (potassium fluoride), CN(C=O)C (dimethylformamide), [F-].[K+] (potassium fluoride). Run in O (water). Conditions: time 15 hour. The product is ClC=1C=C(C=C(C1F)Cl)[N+](=O)[O-] (3,5-dichloro-4-fluoronitrobenzene). Reaction SMILES: [Cl:1][C:2]1[CH:3]=[C:4]([N+:10]([O-:12])=[O:11])[CH:5]=[C:6]([Cl:9])[C:7]=1Cl.[F-:13].[K+].CN(C)C=O>O>[Cl:1][C:2]1[CH:3]=[C:4]([N+:10]([O-:12])=[O:11])[CH:5]=[C:6]([Cl:9])[C:7]=1[F:13] |f:1.2|. Procedure details: A mixture of 3,4,5-trichloronitrobenzene (13.55 g, 59 mmol), potassium fluoride (4.65 g, 80 mmol) and dimethylformamide (DMF; 66 ml) is heated at 140° for 15 hours. An additional 2.5 g of potassium fluoride is added and the mixture is stirred an additional 15 hours at 140°. The reaction mixture is poured into water and extracted with ether. The combined organic layers are washed with water and with brine and filtered, and the solvent is removed to give a dark solid, which is purified by column c... Procedure: To a solution of 2.00 gm (5.74 mMol) 5-amino-3-(1-methylpiperidin-4-yl)-1H-indole in 50.0 mL dichloromethane were added 1.63 gm (20.7 mMol)pyridine and the solution was cooled to 0° C. To this cooled solution were then added dropwise a solution of 2.23 gm (12.6 mMol) benzenesulfonyl chloride in 50 mL dichloromethane. The reaction mixture was allowed to warm gradually to ambient. After 24 hours the reaction mixture was washed with 100 mL water and the remaining organics concentrated under reduced... The yield is 78.3%. The solvent is ClCCl (dichloromethane), ClCCl (dichloromethane). RXN SMILES: [NH2:1][C:2]1[CH:3]=[C:4]2[C:8](=[CH:9][CH:10]=1)[NH:7][CH:6]=[C:5]2[CH:11]1[CH2:16][CH2:15][N:14]([CH3:17])[CH2:13][CH2:12]1.N1C=CC=CC=1.[C:24]1([S:30](Cl)(=[O:32])=[O:31])[CH:29]=[CH:28][CH:27]=[CH:26][CH:25]=1>ClCCl>[OH-:31].[NH4+:1].[C:24]1([S:30]([NH:1][C:2]2[CH:3]=[C:4]3[C:8](=[CH:9][CH:10]=2)[NH:7][CH:6]=[C:5]3[CH:11]2[CH2:16][CH2:15][N:14]([CH3:17])[CH2:13][CH2:12]2)(=[O:32])=[O:31])[CH:29]=[CH:28][CH:27]=[CH:26][CH:25]=1 |f:4.5|. Product: [OH-].[NH4+] (ammonium hydroxide), C1(=CC=CC=C1)S(=O)(=O)NC=1C=C2C(=CNC2=CC1)C1CCN(CC1)C (5-benzenesulfonylamino-3-(1-methylpiperidin-4-yl)-1H-indole). Starting materials: NC=1C=C2C(=CNC2=CC1)C1CCN(CC1)C (5-amino-3-(1-methylpiperidin-4-yl)-1H-indole), N1=CC=CC=C1 (pyridine), C1(=CC=CC=C1)S(=O)(=O)Cl (benzenesulfonyl chloride). Conditions: temperature 0 celsius. Reactants: CN(CCN1C(=NC(=C1)C1=CC(=C(C=C1)F)C(F)(F)F)C1CCN(CC1)C1=C(C(=NC=N1)N)C1=CC=C(C=C1)F)C (6-(4-(1-(2-(dimethylamino)ethyl)-4-(4-fluoro-3-(trifluoromethyl)phenyl)-1H-imidazol-2-yl)piperidin-1-yl)-5-(4-fluorophenyl)pyrimidin-4-amine), CC1(OB(OC1(C)C)C1=CC=C(C(=O)OC)C=C1)C (methyl 4-(4,4,5,5-tetramethyl-1,3,2-dioxaborolan-2-yl)benzoate). Product: NC1=NC=NC(=C1C1=CC=C(C(=O)OC)C=C1)N1CCC(CC1)C=1N(C=C(N1)C1=CC(=C(C=C1)F)C(F)(F)F)CCN(C)C (Methyl 4-(4-amino-6-(4-(1-(2-(dimethylamino)ethyl)-4-(4-fluoro-3-(trifluoromethyl)phenyl)-1H-imidazol-2-yl)piperidin-1-yl)pyrimidin-5-yl)benzoate). Procedure: The title compound was prepared in an analogous manner as 6-(4-(1-(2-(dimethylamino)ethyl)-4-(4-fluoro-3-(trifluoromethyl)phenyl)-1H-imidazol-2-yl)piperidin-1-yl)-5-(4-fluorophenyl)pyrimidin-4-amine using methyl 4-(4,4,5,5-tetramethyl-1,3,2-dioxaborolan-2-yl)benzoate instead of 4-fluorophenyl boronic acid. LC-MS: (M+1=612, obsd.=612). RXN SMILES: [CH3:1][N:2]([CH3:41])[CH2:3][CH2:4][N:5]1[CH:9]=[C:8]([C:10]2[CH:15]=[CH:14][C:13]([F:16])=[C:12]([C:17]([F:20])([F:19])[F:18])[CH:11]=2)[N:7]=[C:6]1[CH:21]1[CH2:26][CH2:25][N:24]([C:27]2[N:32]=[CH:31][N:30]=[C:29]([NH2:33])[C:28]=2[C:34]2[CH:39]=[CH:38][C:37](F)=[CH:36][CH:35]=2)[CH2:23][CH2:22]1.CC1(C)C(C)(C)OB(C2C=CC([C:54]([O:56][CH3:57])=[O:55])=CC=2)O1>>[NH2:33][C:29]1[C:28]([C:34]2[CH:39]=[CH:38][C:37]([C:54]([O:56][CH3:57])=[O:55])=[CH:36][CH:35]=2)=[C:27]([N:24]2[CH2:23][CH2:22][CH:21]([C:6]3[N:5]([CH2:4][CH2:3][N:2]([CH3:41])[CH3:1])[CH:9]=[C:8]([C:10]4[CH:15]=[CH:14][C:13]([F:16])=[C:12]([C:17]([F:20])([F:19])[F:18])[CH:11]=4)[N:7]=3)[CH2:26][CH2:25]2)[N:32]=[CH:31][N:30]=1. Starting materials: ClC=1C=C(C(=O)OCC)C=CC1O (ethyl 3-chloro-4-hydroxybenzoate), C1=CC=C(C=C1)NS(=O)(=O)C(F)(F)F (N-phenyltriflamide), TEA. Reagents/catalysts: CN(C)C=1C=CN=CC1 (DMAP). The solvent is C(Cl)Cl (DCM), C(Cl)Cl (DCM). Run at time 8 hour. Product: ClC=1C=C(C(=O)OCC)C=CC1OS(=O)(=O)C(F)(F)F (Ethyl 3-chloro-4-(((trifluoromethyl)sulfonyl)oxy)benzoate). Reaction SMILES: [Cl:1][C:2]1[CH:3]=[C:4]([CH:10]=[CH:11][C:12]=1[OH:13])[C:5]([O:7][CH2:8][CH3:9])=[O:6].C1C=CC(N[S:21]([C:24]([F:27])([F:26])[F:25])(=[O:23])=[O:22])=CC=1>C(Cl)Cl.CN(C1C=CN=CC=1)C>[Cl:1][C:2]1[CH:3]=[C:4]([CH:10]=[CH:11][C:12]=1[O:13][S:21]([C:24]([F:27])([F:26])[F:25])(=[O:23])=[O:22])[C:5]([O:7][CH2:8][CH3:9])=[O:6]. Procedure: A mixture of ethyl 3-chloro-4-hydroxybenzoate (available from Aldrich) (5.00 g, 25.0 mmol), N-phenyltriflamide (9.30 g, 26.0 mmol) and TEA (4.2 mL, 30.0 mmol) in DCM (40 mL) with a catalytic amount of DMAP, was stirred at ambient temperature overnight. DCM (150 mL) was added, and the reaction mixture was washed with brine (30×3 mL), dried over MgSO4, and the solvent was removed under reduced pressure. The product B.5 was used in the next step without further purification. MS ESI (pos.) m/e: 335.... The reactants are CC1=CC=C(C=C1)S(=O)(=O)[O-].C1=CC=[NH+]C=C1 (PPTS), N#N (N2), BrC1=CC2=C(NN=N2)C=C1 (5-bromo-1H-benzo[d][1,2,3]triazole), O1CCCC=C1 (3,4-dihydro-2H-pyran). The solvent is ClCCl (dichloromethane). Conditions: time 48 hour. Yields the product BrC1=CC2=C(N(N=N2)C2OCCCC2)C=C1 (5-Bromo-1-(tetrahydro-2H-pyran-2-yl)-1H-benzo[d][1,2,3]triazole). As a reaction SMILES: N#N.[Br:3][C:4]1[CH:12]=[CH:11][C:7]2[NH:8][N:9]=[N:10][C:6]=2[CH:5]=1.[O:13]1[CH:18]=[CH:17][CH2:16][CH2:15][CH2:14]1.CC1C=CC(S([O-])(=O)=O)=CC=1.C1C=C[NH+]=CC=1>ClCCl>[Br:3][C:4]1[CH:12]=[CH:11][C:7]2[N:8]([CH:14]3[CH2:15][CH2:16][CH2:17][CH2:18][O:13]3)[N:9]=[N:10][C:6]=2[CH:5]=1 |f:3.4|. Procedure details: A 250-mL round-bottom flask equipped with a magnetic stir bar, a rubber septum and N2 inlet was charged with 5-bromo-1H-benzo[d][1,2,3]triazole (4.5 g, 22.7 mmol) and anhydrous dichloromethane (114 mL). To this solution, 3,4-dihydro-2H-pyran (10.3 mL, 113.6 mmol) was added in one portion at room temperature followed by addition of PPTS (0.57 g, 2.27 mmol). The resulting mixture was stirred at room temperature for 48 h. The reaction was monitored by TLC. Upon completion, the reaction mixture was ...